This data is from the Open Reaction Database (ORD), a public repository of structured organic reaction records. The task is: describe an organic reaction: reactants, conditions, products, and yield Reactants: ClC1=NC(=CC(=C1)C(F)(F)F)Cl (2,6-dichloro-4-(trifluoromethyl)pyridine), TEA, FC=1C=C(C=CC1)CN ((3-fluorophenyl)methanamine). Solvent: CS(=O)C (DMSO), CS(=O)C (DMSO). Run at temperature 90 celsius. Yields the product ClC1=CC(=CC(=N1)NCC1=CC(=CC=C1)F)C(F)(F)F (6-chloro-N-(3-fluorobenzyl)-4-(trifluoromethyl)pyridin-2-amine). Yield: 44.8%. Reaction SMILES: Cl[C:2]1[CH:7]=[C:6]([C:8]([F:11])([F:10])[F:9])[CH:5]=[C:4]([Cl:12])[N:3]=1.[F:13][C:14]1[CH:15]=[C:16]([CH2:20][NH2:21])[CH:17]=[CH:18][CH:19]=1>CS(C)=O>[Cl:12][C:4]1[N:3]=[C:2]([NH:21][CH2:20][C:16]2[CH:17]=[CH:18][CH:19]=[C:14]([F:13])[CH:15]=2)[CH:7]=[C:6]([C:8]([F:11])([F:10])[F:9])[CH:5]=1. Procedure: To 2,6-dichloro-4-(trifluoromethyl)pyridine (250 mg, 1.157 mmol) was added DMSO (2 ml), TEA (0.194 ml, 1.389 mmol), and (3-fluorophenyl)methanamine (290 mg, 2.315 mmol). The reaction mixture was stirred at 90° C. until completion as indicated by LCMS, about 1 hour. To the crude reaction mixture was added 1.5 ml of DMSO, filtered and purified by prep LC. After lyphilization, 158 mg of the title compound was obtained as a TFA salt. LCMS (m/z): 305.1 (MH+), rt=1.21 min.